Dataset: the Open Reaction Database (ORD), a public repository of structured organic reaction records. Task: describe an organic reaction: reactants, conditions, products, and yield The reactants are CS(=O)(=O)N=C=O, Cc1ccccc1, Cc1cc(C)nc(Nc2ccccc2)n1. Product: Cc1cc(C)nc(N(C(=O)NS(C)(=O)=O)c2ccccc2)n1. RXN SMILES: [CH3:1][S:2](=[O:3])(=[O:4])[N:5]=[C:6]=[O:7].[CH3:23][c:24]1[cH:25][cH:26][cH:27][cH:28][cH:29]1.[NH:8]([c:9]1[cH:10][cH:11][cH:12][cH:13][cH:14]1)[c:15]1[n:16][c:17]([CH3:22])[cH:18][c:19]([CH3:21])[n:20]1>>[CH3:1][S:2](=[O:3])(=[O:4])[NH:5][C:6](=[O:7])[N:8]([c:9]1[cH:10][cH:11][cH:12][cH:13][cH:14]1)[c:15]1[n:16][c:17]([CH3:22])[cH:18][c:19]([CH3:21])[n:20]1. Reactants: [H-].[Al+3].[Li+].[H-].[H-].[H-] (lithium aluminium hydride), [Cl-].[Al+3].[Cl-].[Cl-] (aluminium chloride), C(#N)CC1CCSC=2NC3=CC=CC=C3C21 (4-Cyanomethyl-2,3,4,9-tetrahydrothiopyrano[2,3-b]indole). Reaction SMILES: [C:1]([CH2:3][CH:4]1[C:16]2[C:15]3[C:10](=[CH:11][CH:12]=[CH:13][CH:14]=3)[NH:9][C:8]=2[S:7][CH2:6][CH2:5]1)#[N:2].[H-].[Al+3].[Li+].[H-].[H-].[H-].[Cl-].[Al+3].[Cl-].[Cl-]>CCOCC>[NH2:2][CH2:1][CH2:3][CH:4]1[C:16]2[C:15]3[C:10](=[CH:11][CH:12]=[CH:13][CH:14]=3)[NH:9][C:8]=2[S:7][CH2:6][CH2:5]1 |f:1.2.3.4.5.6,7.8.9.10|. Run at time 2.5 hour. Reported procedure: A suspension of the product of the above (2) (1.40 g) in ether (40 ml) is added dropwise to a suspension of lithium aluminium hydride (467 mg) and aluminium chloride (1.63 g) in ether. The mixture is stirred at room temperature for 2.5 hours and extracted with ether-ethyl acetate after addition of an aqueous solution of sodium hydroxide. The extract is condensed. The residue is crystallized from ethyl acetate-methanol to give the title compound as white crystals (1.13 g) melting at 136°-138° C. ... The yield is 79.3%. The solvent is CCOCC (ether), CCOCC (ether). Product: NCCC1CCSC=2NC3=CC=CC=C3C21 (4-(2-Aminoethyl)-2,3,4,9-tetrahydrothiopyrano[2,3-b]indole).